From a dataset of the Open Reaction Database (ORD), a public repository of structured organic reaction records. describe an organic reaction: reactants, conditions, products, and yield The reactants are CC1=CC=C(NC2=C(C(=O)O)C=C(C(=C2)C(=O)O)NC2=CC=C(C=C2)C)C=C1 (2,5-di(4-methylanilino)terephthalic acid), C(C)N(S(=O)(=O)C1=CC=C(NC2=C(C(=O)O)C=C(C(=C2)C(=O)O)NC2=CC=C(C=C2)S(N(CC)CC)(=O)=O)C=C1)CC (2,5-di[4-(N,N-diethylsulfamoyl)anilino]terephthalic acid). The product is CC1=CC2=C(C=C1)NC3=CC4=C(C=C3C2=O)NC5=C(C4=O)C=C(C=C5)C (2,9-Dimethylquinacridone). Reaction SMILES: [CH3:1][C:2]1[CH:28]=[CH:27][C:5]([NH:6][C:7]2[CH:15]=[C:14]([C:16]([OH:18])=O)[C:13]([NH:19][C:20]3[CH:25]=[CH:24][C:23]([CH3:26])=[CH:22][CH:21]=3)=[CH:12][C:8]=2[C:9](O)=[O:10])=[CH:4][CH:3]=1.C(N(CC)S(C1C=CC(NC2C=C(C(O)=O)C(NC3C=CC(S(=O)(=O)N(CC)CC)=CC=3)=CC=2C(O)=O)=CC=1)(=O)=O)C>>[CH3:1][C:2]1[CH:28]=[CH:27][C:5]2[NH:6][C:7]3[C:8]([C:9](=[O:10])[C:4]=2[CH:3]=1)=[CH:12][C:13]1[NH:19][C:20]2[CH:25]=[CH:24][C:23]([CH3:26])=[CH:22][C:21]=2[C:16](=[O:18])[C:14]=1[CH:15]=3. Procedure details: Pigmentary 2,9-dimethylquinacridone was prepared exactly as described in comparison Example 1 except that 10% by weight, relative to the 2,5-di(4-methylanilino)terephthalic acid, of 2,5-di[4-(N,N-diethylsulfamoyl)anilino]terephthalic acid (6.8 g) was included in the ring-closure reaction. 2,9-Dimethylquinacridone (59 g) was obtained as a magenta pigment. Starting materials: solution, CSSC (Dimethyl disulphide), FC=1N(C=CN1)C(C1=CC=CC=C1)(C1=CC=CC=C1)C1=CC=CC=C1 (2-fluoro-1-triphenylmethylimidazole), C(C)(C)(C)[Li] (t-butyl lithium), CCOCC (Ether). Run in CCCCC (pentane), C1CCOC1 (THF). Conditions: time 0.5 hour. Product: FC=1N(C=C(N1)SC)C(C1=CC=CC=C1)(C1=CC=CC=C1)C1=CC=CC=C1 (2-fluoro-4-methylthio-1-triphenylmethylimidazole). RXN SMILES: [F:1][C:2]1[N:3]([C:7]([C:20]2[CH:25]=[CH:24][CH:23]=[CH:22][CH:21]=2)([C:14]2[CH:19]=[CH:18][CH:17]=[CH:16][CH:15]=2)[C:8]2[CH:13]=[CH:12][CH:11]=[CH:10][CH:9]=2)[CH:4]=[CH:5][N:6]=1.C([Li])(C)(C)C.[CH3:31][S:32]SC.CCOCC>CCCCC.C1COCC1>[F:1][C:2]1[N:3]([C:7]([C:14]2[CH:15]=[CH:16][CH:17]=[CH:18][CH:19]=2)([C:8]2[CH:9]=[CH:10][CH:11]=[CH:12][CH:13]=2)[C:20]2[CH:25]=[CH:24][CH:23]=[CH:22][CH:21]=2)[CH:4]=[C:5]([S:32][CH3:31])[N:6]=1. Procedure details: A mixture of 2-fluoro-1-triphenylmethylimidazole (0.328 g.) and t-butyl lithium (1.0 ml. of a 2M solution in pentane) in THF (3 ml.) was stirred at -78° for 2 hours. Dimethyl disulphide (0.18 ml.) was added and the mixture was stirred for 0.5 hours at -78° then at -15° for 1 hour. Ether was added and the organic layer washed to neutrality with water and finally with brine. The solution was dried and the solvent evaporated to give 2-fluoro-4-methylthio-1-triphenylmethylimidazole (0.368 g.), m.p. ... Starting materials: C(CCCCCC)OC1=CC=C(CNC2=CC=C(C(=O)OCC)C=C2)C=C1 (Ethyl p-{[p-(heptyloxy)benzyl]amino}benzoate), Cl (hydrochloric acid), [OH-].[K+] (potassium hydroxide), C(C)O (ethanol). Solvent: O (water). Product: C(CCCCCC)OC1=CC=C(CNC2=CC=C(C(=O)O)C=C2)C=C1 (p-{[p-(Heptyloxy)benzyl]amino}benzoic Acid). Reaction SMILES: [CH2:1]([O:8][C:9]1[CH:27]=[CH:26][C:12]([CH2:13][NH:14][C:15]2[CH:25]=[CH:24][C:18]([C:19]([O:21]CC)=[O:20])=[CH:17][CH:16]=2)=[CH:11][CH:10]=1)[CH2:2][CH2:3][CH2:4][CH2:5][CH2:6][CH3:7].[OH-].[K+].C(O)C.Cl>O>[CH2:1]([O:8][C:9]1[CH:10]=[CH:11][C:12]([CH2:13][NH:14][C:15]2[CH:16]=[CH:17][C:18]([C:19]([OH:21])=[O:20])=[CH:24][CH:25]=2)=[CH:26][CH:27]=1)[CH2:2][CH2:3][CH2:4][CH2:5][CH2:6][CH3:7] |f:1.2|. Procedure details: A mixture of 5 g. of ethyl p-[p-(heptyloxy)benzyl]amino benzoate (prepared as described in Example 54), 1.51 g. of potassium hydroxide and 50 ml. of 95% ethanol is refluxed for 5 hours. Concentrated hydrochloric acid is added and the mixture diluted with 150 ml. of water. Chilling and filtering gives crystals which are recrystallized from ethanol to give white crystals, m.p. 148°-152.5° C. The reactants are CCCCCC, CO, COc1ccc(CO)cc1, N#CC(Cl)(Cl)Cl, [H-], [Na+]. Yields the product COc1ccc(COC(=N)C(Cl)(Cl)Cl)cc1. Reaction SMILES: [CH3:19][CH2:20][CH2:21][CH2:22][CH2:23][CH3:24].[CH3:25][OH:26].[CH3:3][O:4][c:5]1[cH:6][cH:7][c:8]([CH2:9][OH:10])[cH:11][cH:12]1.[Cl:13][C:14]([C:15]#[N:16])([Cl:17])[Cl:18].[H-:1].[Na+:2]>>[CH3:3][O:4][c:5]1[cH:6][cH:7][c:8]([CH2:9][O:10][C:15]([C:14]([Cl:13])([Cl:17])[Cl:18])=[NH:16])[cH:11][cH:12]1. Reactants: BrCC(OCC)=NC1=C(C(=O)C2=CC=CC=C2)C=C(C=C1)[N+](=O)[O-] (2-(2-bromo-1-ethoxyethylideneamino)-5-nitrobenzophenone), CN(C=O)C (dimethylformamide), [N-]=[N+]=[N-].[Na+] (sodium azide), C(C)(=O)OCC (Ethyl acetate). Solvent: O (water). Run at time 40 minute. Yields the product N(=[N+]=[N-])CC(OCC)=NC1=C(C(=O)C2=CC=CC=C2)C=C(C=C1)[N+](=O)[O-] (2-(2-azido-1-ethoxyethylideneamino)-5-nitrobenzophenone). Reaction SMILES: Br[CH2:2][C:3](=[N:7][C:8]1[CH:21]=[CH:20][C:19]([N+:22]([O-:24])=[O:23])=[CH:18][C:9]=1[C:10]([C:12]1[CH:17]=[CH:16][CH:15]=[CH:14][CH:13]=1)=[O:11])[O:4][CH2:5][CH3:6].CN(C)C=O.[N-:30]=[N+:31]=[N-:32].[Na+].C(OCC)(=O)C>O>[N:30]([CH2:2][C:3](=[N:7][C:8]1[CH:21]=[CH:20][C:19]([N+:22]([O-:24])=[O:23])=[CH:18][C:9]=1[C:10]([C:12]1[CH:17]=[CH:16][CH:15]=[CH:14][CH:13]=1)=[O:11])[O:4][CH2:5][CH3:6])=[N+:31]=[N-:32] |f:2.3|. Procedure: To a solution of 3.3 parts of 2-(2-bromo-1-ethoxyethylideneamino)-5-nitrobenzophenone produced in Step (1) in 15 parts by volume of dimethylformamide is added 0.5 part of sodium azide at a room temperature with stirring. After the stirring is continued for further 40 minutes. Ethyl acetate and water are added to the reaction mixture and shaken well. The ethyl acetate layer separated is washed with water and dried over anhydrous sodium sulfate. Evaporation of the solvent gives 2-(2-azido-1-ethoxy... The reactants are Cl (hydrochloric acid), C(C)OC(CN1N=CC=2[C@@H](CCCC12)N(C)S(=O)(=O)C=1C=NC(=C(C1)Br)Cl)=O ({(R)-4-[(5-Bromo-6-chloro-pyridine-3-sulfonyl)-methyl-amino]-4,5,6,7-tetrahydro-indazol-1-yl}-acetic acid ethyl ester), [H-].[Na+] (sodium hydride), ClC1=CC=C(C=C1)O (4-chlorophenol). Solvent: CN(C=O)C (N,N-dimethylformamide). Conditions: temperature 100 celsius. Yields the product C(C)OC(CN1N=CC=2[C@@H](CCCC12)N(C)S(=O)(=O)C=1C=NC(=C(C1)Br)OC1=CC=C(C=C1)Cl)=O (((R)-4-{[5-bromo-6-(4-chloro-phenoxy)-pyridine-3-sulfonyl]-methyl-amino}-4,5,6,7-tetrahydro-indazol-1-yl)-acetic acid ethyl ester). The yield is 74.9%. As a reaction SMILES: [CH2:1]([O:3][C:4](=[O:28])[CH2:5][N:6]1[C:14]2[CH2:13][CH2:12][CH2:11][C@@H:10]([N:15]([S:17]([C:20]3[CH:21]=[N:22][C:23](Cl)=[C:24]([Br:26])[CH:25]=3)(=[O:19])=[O:18])[CH3:16])[C:9]=2[CH:8]=[N:7]1)[CH3:2].[H-].[Na+].[Cl:31][C:32]1[CH:37]=[CH:36][C:35]([OH:38])=[CH:34][CH:33]=1.Cl>CN(C)C=O>[CH2:1]([O:3][C:4](=[O:28])[CH2:5][N:6]1[C:14]2[CH2:13][CH2:12][CH2:11][C@@H:10]([N:15]([S:17]([C:20]3[CH:21]=[N:22][C:23]([O:38][C:35]4[CH:36]=[CH:37][C:32]([Cl:31])=[CH:33][CH:34]=4)=[C:24]([Br:26])[CH:25]=3)(=[O:18])=[O:19])[CH3:16])[C:9]=2[CH:8]=[N:7]1)[CH3:2] |f:1.2|. Procedure: The mixture of {(R)-4-[(5-Bromo-6-chloro-pyridine-3-sulfonyl)-methyl-amino]-4,5,6,7-tetrahydro-indazol-1-yl}-acetic acid ethyl ester (80 mg, 0.16 mmol), sodium hydride (60% dispersed in mineral oil, 40 mg) and 4-chlorophenol (315 mg, 2.45 mmol) in N,N-dimethylformamide (2 mL) was heated in a microwave oven at 100° C. for 15 minutes, and then acidified with 0.1N hydrochloric acid to pH 5. The precipitate was filtered through a glass funnel and purified by preparative HPLC to afford ((R)-4-{[5-bro... Starting materials: CCN(C(C)C)C(C)C, CC(C)O, CN1C(=O)CCN(C2CCCC2)c2nc(Cl)ncc21, CCOC(=O)N1CCC(N)CC1. Product: CCOC(=O)N1CCC(Nc2ncc3c(n2)N(C2CCCC2)CCC(=O)N3C)CC1. As a reaction SMILES: [CH:32]([N:33]([CH:34]([CH3:35])[CH3:36])[CH2:37][CH3:38])([CH3:39])[CH3:40].[CH:41]([OH:42])([CH3:43])[CH3:44].[Cl:1][c:2]1[n:3][cH:4][c:5]2[c:6]([n:19]1)[N:7]([CH:14]1[CH2:15][CH2:16][CH2:17][CH2:18]1)[CH2:8][CH2:9][C:10](=[O:13])[N:11]2[CH3:12].[NH2:20][CH:21]1[CH2:22][CH2:23][N:24]([C:27](=[O:28])[O:29][CH2:30][CH3:31])[CH2:25][CH2:26]1>>[c:2]1([NH:20][CH:21]2[CH2:22][CH2:23][N:24]([C:27](=[O:28])[O:29][CH2:30][CH3:31])[CH2:25][CH2:26]2)[n:3][cH:4][c:5]2[c:6]([n:19]1)[N:7]([CH:14]1[CH2:15][CH2:16][CH2:17][CH2:18]1)[CH2:8][CH2:9][C:10](=[O:13])[N:11]2[CH3:12]. The reactants are B, N#Cc1ccc2[nH]c(C(F)(F)F)cc2c1, C1CCOC1, C1CCOC1. The product is NCc1ccc2[nH]c(C(F)(F)F)cc2c1. Reaction SMILES: [BH3:21].[F:1][C:2]([c:3]1[nH:4][c:5]2[cH:6][cH:7][c:8]([C:12]#[N:13])[cH:9][c:10]2[cH:11]1)([F:14])[F:15].[O:16]1[CH2:17][CH2:18][CH2:19][CH2:20]1.[O:22]1[CH2:23][CH2:24][CH2:25][CH2:26]1>>[F:1][C:2]([c:3]1[nH:4][c:5]2[cH:6][cH:7][c:8]([CH2:12][NH2:13])[cH:9][c:10]2[cH:11]1)([F:14])[F:15].